This data is from the Open Reaction Database (ORD), a public repository of structured organic reaction records. The task is: describe an organic reaction: reactants, conditions, products, and yield Reactants: FC1=CC=C(C=C1)N1C=CC2=CC(=CC=C12)O (1-(4-Fluoro-phenyl)-1H-indol-5-ol), BrCCCCCCBr (1,6-dibromohexane), C(=O)([O-])[O-].[K+].[K+] (K2CO3). The solvent is CC(=O)C (acetone), CC(=O)C (acetone), CC(=O)C (Acetone). Reaction conditions: temperature 55 celsius, time 6 hour. Yields the product BrCCCCCCOC=1C=C2C=CN(C2=CC1)C1=CC=C(C=C1)F (5-(6-Bromo-hexyloxy)-1-(4-fluoro-phenyl)-1H-indole). Yield: 68.3%. As a reaction SMILES: [F:1][C:2]1[CH:7]=[CH:6][C:5]([N:8]2[C:16]3[C:11](=[CH:12][C:13]([OH:17])=[CH:14][CH:15]=3)[CH:10]=[CH:9]2)=[CH:4][CH:3]=1.[Br:18][CH2:19][CH2:20][CH2:21][CH2:22][CH2:23][CH2:24]Br.C([O-])([O-])=O.[K+].[K+]>CC(C)=O>[Br:18][CH2:19][CH2:20][CH2:21][CH2:22][CH2:23][CH2:24][O:17][C:13]1[CH:12]=[C:11]2[C:16](=[CH:15][CH:14]=1)[N:8]([C:5]1[CH:6]=[CH:7][C:2]([F:1])=[CH:3][CH:4]=1)[CH:9]=[CH:10]2 |f:2.3.4|. Procedure details: 2.05 g (9 mmol) 1-(4-Fluoro-phenyl)-1H-indol-5-ol in 25 ml acetone were treated with 4.7 ml (30 mmol) 1,6-dibromohexane and 4.14 g (30 mmol) K2CO3 powder in 25 ml acetone. The mixture was stirred at 55° C. for 6 h, and at RT for 20 h. Acetone was added, and the suspension filtered. Purification of the crude product with column chromatography with hexane/EtOAc 49:1 yielded 2.4 g (68%) 5-(6-Bromo-hexyloxy)-1-(4-fluoro-phenyl)-1H-indole as colorless solid, MS: 389 (M, 1Br, 1Cl).